Dataset: the Open Reaction Database (ORD), a public repository of structured organic reaction records. Task: describe an organic reaction: reactants, conditions, products, and yield The reactants are Nc1ncccc1Br, C[Al](C)C, COC(=O)CC1=CCN(C(=O)OCc2ccccc2)CC1, CC(Cl)Cl. The product is O=C(CC1=CCN(C(=O)OCc2ccccc2)CC1)Nc1ncccc1Br. Reaction SMILES: [Br:26][c:27]1[c:28]([NH2:33])[n:29][cH:30][cH:31][cH:32]1.[CH3:1][Al:2]([CH3:3])[CH3:4].[CH3:5][O:6][C:7]([CH2:8][C:9]1=[CH:14][CH2:13][N:12]([C:15](=[O:16])[O:17][CH2:18][c:19]2[cH:20][cH:21][cH:22][cH:23][cH:24]2)[CH2:11][CH2:10]1)=[O:25].[Cl:34][CH:35]([Cl:36])[CH3:37]>>[C:7]([CH2:8][C:9]1=[CH:14][CH2:13][N:12]([C:15](=[O:16])[O:17][CH2:18][c:19]2[cH:20][cH:21][cH:22][cH:23][cH:24]2)[CH2:11][CH2:10]1)(=[O:25])[NH:33][c:28]1[c:27]([Br:26])[cH:32][cH:31][cH:30][n:29]1. Reactants: CC(CBr)C (2-methyl bromopropane), [H-].[Na+] (Sodium hydride), suspension, CC1=NNS(C2=C1C=C(S2)S(=O)(=O)N)(=O)=O (4-Methyl-2H-thieno[3,2-e]-1,2,3-thiadiazine-6-sulfonamide 1,1-dioxide). Solvent: CN(C)C=O (DMF), O (water). Conditions: temperature 80 celsius, time 15 minute. The product is CC1=NN(S(C2=C1C=C(S2)S(=O)(=O)N)(=O)=O)CC(C)C (4-Methyl-2-(2-methylpropyl)-2H-thieno[3,2-e]-1,2,3-thiadiazine-6-sulfonamide 1,1-dioxide). Isolated yield 56.2%. RXN SMILES: [CH3:1][C:2]1[C:7]2[CH:8]=[C:9]([S:11]([NH2:14])(=[O:13])=[O:12])[S:10][C:6]=2[S:5](=[O:16])(=[O:15])[NH:4][N:3]=1.[H-].[Na+].[CH3:19][CH:20]([CH3:23])[CH2:21]Br>CN(C=O)C.O>[CH3:1][C:2]1[C:7]2[CH:8]=[C:9]([S:11]([NH2:14])(=[O:12])=[O:13])[S:10][C:6]=2[S:5](=[O:16])(=[O:15])[N:4]([CH2:19][CH:20]([CH3:23])[CH3:21])[N:3]=1 |f:1.2|. Reported procedure: The product from step B (0.9 g, 2.85 mmol) was dissolved in DMF (10 mL). Sodium hydride (0.17 g, 4.28 mmol of a 60% suspension in mineral oil) was added slowly at room temperature. The mixture was stirred for 15 min and then 2-methyl bromopropane (0.47 mL, 4.28 mmol) was added. The mixture was warmed to 80° C. and stirred for 2h. And then cooled to 0° C. and stirred for 12h. DMF was evaporated under high vacuum. The residue obtained was diluted with water (20 mL) and extracted with ethyl acetate... Starting materials: teflon, O\C(=C(/C(=O)OC)\O)\C(=O)OC (dimethyl dihydroxyfumarate), FC1=CC=C(N)C=C1 (4-fluoroaniline), Cl (HCl). Run in CO (methyl alcohol). Conditions: time 8 hour. Yields the product COC(C(=C(C(=O)OC)NC1=CC=C(C=C1)F)NC1=CC=C(C=C1)F)=O (2,3-bis-(4-fluoroanilino)-but-2-enedioic acid dimethyl ester). Yield: 63.0%. RXN SMILES: O/[C:2](/[C:9]([O:11][CH3:12])=[O:10])=[C:3](/O)\[C:4]([O:6][CH3:7])=[O:5].[F:13][C:14]1[CH:20]=[CH:19][C:17]([NH2:18])=[CH:16][CH:15]=1.Cl>CO>[CH3:7][O:6][C:4](=[O:5])[C:3]([NH:18][C:17]1[CH:19]=[CH:20][C:14]([F:13])=[CH:15][CH:16]=1)=[C:2]([NH:18][C:17]1[CH:19]=[CH:20][C:14]([F:13])=[CH:15][CH:16]=1)[C:9]([O:11][CH3:12])=[O:10]. Procedure details: In a round bottom flask with a teflon stirbar, 25 g (142 mmol) of dimethyl dihydroxyfumarate (prepared according to a procedure described in U.S. Pat. No. 3,334,102), 34.7 g (312.5 mmol) of 4-fluoroaniline, 0.1 mL of concentrated HCl, and 90 ml of methyl alcohol were mixed and heated to reflux for 3 hours. The reaction mixture was cooled to room temperature and left overnight in a refrigerator. The next morning, the resulting thick paste was filtered on a coarse frit, washed with a 50% (v:v) met... Starting materials: FC1=CC=C(C=C1)C1(CC=C(CC1)N1CCN(CC1)C=1N=NC=CC1)C#N (1-(4-fluorophenyl)-4-[4-(3-pyridazinyl)-1-piperazinyl]-3-cyclohexenecarbonitrile), C[O-].[Na+] (sodium methoxide), [BH4-].[Na+] (sodium borohydride). Solvent: CO (methanol). Conditions: time 8 hour. Product: FC1=CC=C(C=C1)C1(C=CC(CC1)N1CCN(CC1)C=1N=NC=CC1)C#N (1-(4-fluorophenyl)-4-[4-(3-pyridazinyl)-1-piperazinyl]cyclohexenecarbonitrile). The yield is 61.5%. Reaction SMILES: [F:1][C:2]1[CH:7]=[CH:6][C:5]([C:8]2([C:26]#[N:27])[CH2:13][CH2:12][C:11]([N:14]3[CH2:19][CH2:18][N:17]([C:20]4[N:21]=[N:22][CH:23]=[CH:24][CH:25]=4)[CH2:16][CH2:15]3)=[CH:10][CH2:9]2)=[CH:4][CH:3]=1.C[O-].[Na+].[BH4-].[Na+]>CO>[F:1][C:2]1[CH:7]=[CH:6][C:5]([C:8]2([C:26]#[N:27])[CH2:13][CH2:12][CH:11]([N:14]3[CH2:15][CH2:16][N:17]([C:20]4[N:21]=[N:22][CH:23]=[CH:24][CH:25]=4)[CH2:18][CH2:19]3)[CH:10]=[CH:9]2)=[CH:4][CH:3]=1 |f:1.2,3.4|. Reported procedure: To a stirred mixture of 7.3 parts of 1-(4-fluorophenyl)-4-[4-(3-pyridazinyl)-1-piperazinyl]-3-cyclohexenecarbonitrile, 1 part of sodium methoxide solution 30% and 240 parts of methanol were added portionwise 0.8 parts of sodium borohydride. Upon completion, stirring was continued overnight at room temperature. The reaction mixture was poured onto ice water and the product was extracted with trichloromethane. The extract was dried, filtered and evaporated. The residue was crystallized from 2-prop... The reactants are C(C)OC(=O)C1CC2=CC=C(C=C2C1)[Sn](CCCC)(CCCC)CCCC (2-Ethoxycarbonyl -5-(tributyistannyl)indane), BrC=1N=C(C2=CC=CC=C2C1)N1CCN(CC1)CC (3-bromo-1-(4-ethylpiperazin-1-yl)isoquinoline). Reagents/catalysts: C=1C=CC(=CC1)[P](C=2C=CC=CC2)(C=3C=CC=CC3)[Pd]([P](C=4C=CC=CC4)(C=5C=CC=CC5)C=6C=CC=CC6)([P](C=7C=CC=CC7)(C=8C=CC=CC8)C=9C=CC=CC9)[P](C=1C=CC=CC1)(C=1C=CC=CC1)C=1C=CC=CC1 (tetrakistriphenylphosphinepalladium(0)). The solvent is C=1(C(=CC=CC1)C)C (xylene), C(C)(=O)OCC (ethyl acetate). Yields the product C(C)N1CCN(CC1)C1=NC(=CC2=CC=CC=C12)C=1C=C2CC(CC2=CC1)C(=O)OCC (1-(4-ethylpiperazin-1-yl)-3-(2-ethoxycarbonylindan-5-yl)isoquinoline). The yield is 90.8%. Reaction SMILES: [CH2:1]([O:3][C:4]([CH:6]1[CH2:14][C:13]2[C:8](=[CH:9][CH:10]=[C:11]([Sn](CCCC)(CCCC)CCCC)[CH:12]=2)[CH2:7]1)=[O:5])[CH3:2].Br[C:29]1[N:30]=[C:31]([N:39]2[CH2:44][CH2:43][N:42]([CH2:45][CH3:46])[CH2:41][CH2:40]2)[C:32]2[C:37]([CH:38]=1)=[CH:36][CH:35]=[CH:34][CH:33]=2>C1(C)C(C)=CC=CC=1.C(OCC)(=O)C.C1C=CC([P]([Pd]([P](C2C=CC=CC=2)(C2C=CC=CC=2)C2C=CC=CC=2)([P](C2C=CC=CC=2)(C2C=CC=CC=2)C2C=CC=CC=2)[P](C2C=CC=CC=2)(C2C=CC=CC=2)C2C=CC=CC=2)(C2C=CC=CC=2)C2C=CC=CC=2)=CC=1>[CH2:45]([N:42]1[CH2:41][CH2:40][N:39]([C:31]2[C:32]3[C:37](=[CH:36][CH:35]=[CH:34][CH:33]=3)[CH:38]=[C:29]([C:11]3[CH:12]=[C:13]4[C:8](=[CH:9][CH:10]=3)[CH2:7][CH:6]([C:4]([O:3][CH2:1][CH3:2])=[O:5])[CH2:14]4)[N:30]=2)[CH2:44][CH2:43]1)[CH3:46] |^1:64,66,85,104|. Reported procedure: 2-Ethoxycarbonyl -5-(tributyistannyl)indane (3.04 g) and 3-bromo-1-(4-ethylpiperazin-1-yl)isoquinoline (0.87 g) were heated under reflux overnight in the presence of tetrakistriphenylphosphinepalladium(0) (0.12 g) in xylene in nitrogen atmosphere. Af ter cooling, the reaction solution was diluted with ethyl acetate and filtered. The filtrate was extracted with 2N hydrochloric acid, and the resulting aqueous layer was washed with ethyl acetate, adjusted to pH 10 with a 8N aqueous solution of sodi...